Dataset: the Open Reaction Database (ORD), a public repository of structured organic reaction records. Task: describe an organic reaction: reactants, conditions, products, and yield The reactants are S(=O)(=O)(O)C1=C(C(=O)O)C=CC=C1 (sulphobenzoic acid), [OH-].[Na+] (sodium hydroxide). The product is OC=1C=C(C(=O)O)C=CC1 (3-hydroxybenzoic acid). As a reaction SMILES: S([C:5]1[CH:13]=[CH:12][CH:11]=[CH:10][C:6]=1[C:7]([OH:9])=[O:8])(O)(=O)=O.[OH-:14].[Na+]>>[OH:14][C:13]1[CH:5]=[C:6]([CH:10]=[CH:11][CH:12]=1)[C:7]([OH:9])=[O:8] |f:1.2|. Procedure details: The sulphobenzoic acid melt is pumped or injected under pressure, for example into previously taken molten 60 to 90% strength sodium hydroxide solution, in the course of which, merely by utilizing the heat thus liberated, the reaction temperature of, for example, 260° to 370° C. is reached, which is advantageous for the subsequent reaction to give 3-hydroxybenzoic acid. If it is intended to achieve, in this process variant, a limitation of the simultaneous increase in pressure, this can be effec... The reactants are C(C1=CC=CC=C1)OC(=O)N(C12CCC(CC1)(CC2)C(=O)ON2N=NC1=C2C=CC=C1)CC(=O)N1[C@@H](C[C@@H](C1)F)C#N ((2S,4S)-1-[[N-benzyloxycarbonyl-N-[4-(benzotriazol-1-yl)oxycarbonylbicyclo[2.2.2]oct-1-yl]amino]acetyl]-4-fluoropyrrolidine-2-carbonitrile), C(C1=CC=CC=C1)C1CCNCC1 (4-benzylpiperidine). The product is C(C1=CC=CC=C1)OC(=O)N(C12CCC(CC1)(CC2)C(=O)N2CCC(CC2)CC2=CC=CC=C2)CC(=O)N2[C@@H](C[C@@H](C2)F)C#N ((2S,4S)-1-[[N-benzyloxycarbonyl-N-[4-(4-benzylpiperidin-1-yl)carbonylbicyclo[2.2.2]oct-1-yl]amino]acetyl]-4-fluoropyrrolidine-2-carbonitrile). Reaction SMILES: [CH2:1]([O:8][C:9]([N:11]([CH2:32][C:33]([N:35]1[CH2:39][C@@H:38]([F:40])[CH2:37][C@H:36]1[C:41]#[N:42])=[O:34])[C:12]12[CH2:19][CH2:18][C:15]([C:20](ON3C4C=CC=CC=4N=N3)=[O:21])([CH2:16][CH2:17]1)[CH2:14][CH2:13]2)=[O:10])[C:2]1[CH:7]=[CH:6][CH:5]=[CH:4][CH:3]=1.[CH2:43]([CH:50]1[CH2:55][CH2:54][NH:53][CH2:52][CH2:51]1)[C:44]1[CH:49]=[CH:48][CH:47]=[CH:46][CH:45]=1>>[CH2:1]([O:8][C:9]([N:11]([CH2:32][C:33]([N:35]1[CH2:39][C@@H:38]([F:40])[CH2:37][C@H:36]1[C:41]#[N:42])=[O:34])[C:12]12[CH2:19][CH2:18][C:15]([C:20]([N:53]3[CH2:54][CH2:55][CH:50]([CH2:43][C:44]4[CH:49]=[CH:48][CH:47]=[CH:46][CH:45]=4)[CH2:51][CH2:52]3)=[O:21])([CH2:14][CH2:13]1)[CH2:16][CH2:17]2)=[O:10])[C:2]1[CH:3]=[CH:4][CH:5]=[CH:6][CH:7]=1. Procedure details: In a similar manner to Example 4, (2S,4S)-1-[[N-benzyloxycarbonyl-N-[4-(benzotriazol-1-yl)oxycarbonylbicyclo[2.2.2]oct-1-yl]amino]acetyl]-4-fluoropyrrolidine-2-carbonitrile (50.0 mg) and 4-benzylpiperidine (22.9 μL) were used to obtain (2S,4S)-1-[[N-benzyloxycarbonyl-N-[4-(4-benzylpiperidin-1-yl)carbonylbicyclo[2.2.2]oct-1-yl]amino]acetyl]-4-fluoropyrrolidine-2-carbonitrile (45.9 mg). The reactants are esters, FC(C=1C=C(CN2CC3CC3CC2C(=O)NC2(CC2)C2=CC=C(C(=O)OC)C=C2)C=CC1)(F)F (methyl 4-(1-(3-(3-(trifluoromethyl)benzyl)-3-azabicyclo[4.1.0]heptane-4-carboxamido)cyclopropyl)benzoate), O[Li].O (LiOH H2O). The product is FC(C=1C=C(CN2CC3CC3CC2C(=O)NC2(CC2)C2=CC=C(C(=O)O)C=C2)C=CC1)(F)F (4-(1-(3-(3-(trifluoromethyl)benzyl)-3-azabicyclo[4.1.0]heptane-4-carboxamido)cyclopropyl)benzoic acid). Yield: 62.2%. RXN SMILES: [F:1][C:2]([F:34])([F:33])[C:3]1[CH:4]=[C:5]([CH:30]=[CH:31][CH:32]=1)[CH2:6][N:7]1[CH:13]([C:14]([NH:16][C:17]2([C:20]3[CH:29]=[CH:28][C:23]([C:24]([O:26]C)=[O:25])=[CH:22][CH:21]=3)[CH2:19][CH2:18]2)=[O:15])[CH2:12][CH:11]2[CH:9]([CH2:10]2)[CH2:8]1.O[Li].O>>[F:33][C:2]([F:1])([F:34])[C:3]1[CH:4]=[C:5]([CH:30]=[CH:31][CH:32]=1)[CH2:6][N:7]1[CH:13]([C:14]([NH:16][C:17]2([C:20]3[CH:21]=[CH:22][C:23]([C:24]([OH:26])=[O:25])=[CH:28][CH:29]=3)[CH2:19][CH2:18]2)=[O:15])[CH2:12][CH:11]2[CH:9]([CH2:10]2)[CH2:8]1 |f:1.2|. Procedure details: The title compound (E24) (32 mg) was prepared according to the general procedure for esters hydrolysis (Method D) starting from (methyl 4-(1-(3-(3-(trifluoromethyl)benzyl)-3-azabicyclo[4.1.0]heptane-4-carboxamido)cyclopropyl)benzoate (D141) (53 mg). (LiOH H2O: 4 eq; reaction time: 18 hrs) Reactants: CC(=O)O, CCOC(C)=O, C1CCOC1, CO, CC(C)(C)[Si](C)(C)OCC(OC1NC(=O)C1NC(=O)C(Cc1ccccc1)NC(=O)CCc1ccccc1)c1ccccc1. Product: O=C(CCc1ccccc1)NC(Cc1ccccc1)C(=O)NC1C(=O)NC1OC(CO)c1ccccc1. RXN SMILES: [C:1]([OH:2])(=[O:3])[CH3:4].[C:49]([O:50][CH2:51][CH3:52])(=[O:53])[CH3:54].[CH2:57]1[O:58][CH2:59][CH2:60][CH2:61]1.[CH3:55][OH:56].[c:5]1([CH2:11][CH2:12][C:13](=[O:14])[NH:15][CH:16]([CH2:17][c:18]2[cH:19][cH:20][cH:21][cH:22][cH:23]2)[C:24](=[O:25])[NH:26][CH:27]2[C:28](=[O:48])[NH:29][CH:30]2[O:31][CH:32]([CH2:33][O:34][Si:35]([C:36]([CH3:37])([CH3:38])[CH3:39])([CH3:40])[CH3:41])[c:42]2[cH:43][cH:44][cH:45][cH:46][cH:47]2)[cH:6][cH:7][cH:8][cH:9][cH:10]1>>[c:5]1([CH2:11][CH2:12][C:13](=[O:14])[NH:15][CH:16]([CH2:17][c:18]2[cH:19][cH:20][cH:21][cH:22][cH:23]2)[C:24](=[O:25])[NH:26][CH:27]2[C:28](=[O:48])[NH:29][CH:30]2[O:31][CH:32]([CH2:33][OH:34])[c:42]2[cH:43][cH:44][cH:45][cH:46][cH:47]2)[cH:6][cH:7][cH:8][cH:9][cH:10]1. Reactants: COC(C)(C)C1COC(C)(C)N1C(=O)OC(C)(C)C, CO, O, Cc1ccc(S(=O)(=O)O)cc1. Yields the product COC(C)(C)C(CO)NC(=O)OC(C)(C)C. As a reaction SMILES: [CH3:1][O:2][C:3]([CH3:4])([CH3:5])[CH:6]1[N:7]([C:13](=[O:14])[O:15][C:16]([CH3:17])([CH3:18])[CH3:19])[C:8]([CH3:11])([CH3:12])[O:9][CH2:10]1.[CH3:32][OH:33].[OH2:20].[c:21]1([CH3:22])[cH:23][cH:24][c:25]([S:26]([OH:27])(=[O:28])=[O:29])[cH:30][cH:31]1>>[CH3:1][O:2][C:3]([CH3:4])([CH3:5])[CH:6]([NH:7][C:13](=[O:14])[O:15][C:16]([CH3:17])([CH3:18])[CH3:19])[CH2:10][OH:9]. The reactants are NC1=C(C(=O)O)C=CC=N1 (2-aminonicotinic acid), ClC1=CC=C(N)C=C1 (4-chloroaniline), CCN(C(C)C)C(C)C (DIEA), C(CCl)Cl (EDC), C=1C=CC2=C(C1)N=NN2O (HOBt). The solvent is C(Cl)Cl (CH2Cl2). Reaction conditions: time 8 hour. The product is ClC1=CC=C(C=C1)NC(=O)C=1C(=NC=CC1)NCC1=CC=NC=C1 (N-(4-Chlorophenyl){2-[(4-pyridylmethyl)amino](3-pyridyl)}carboxamide). RXN SMILES: [NH2:1][C:2]1[N:10]=[CH:9][CH:8]=[CH:7][C:3]=1[C:4]([OH:6])=O.[Cl:11][C:12]1[CH:18]=[CH:17][C:15]([NH2:16])=[CH:14][CH:13]=1.CC[N:21]([CH:25]([CH3:27])C)[CH:22]([CH3:24])C.[CH2:28](Cl)[CH2:29]Cl.C1C=CC2N(O)N=NC=2C=1>C(Cl)Cl>[Cl:11][C:12]1[CH:18]=[CH:17][C:15]([NH:16][C:4]([C:3]2[C:2]([NH:1][CH2:28][C:29]3[CH:24]=[CH:22][N:21]=[CH:25][CH:27]=3)=[N:10][CH:9]=[CH:8][CH:7]=2)=[O:6])=[CH:14][CH:13]=1. Reported procedure: To a mixture of 2-aminonicotinic acid (5.3 g, 38 mmol) and 4-chloroaniline (4.9 g, 38 mmol) and DIEA (9 ml, 48 mmol) at 0° C. in CH2Cl2 was added EDC (9.5 g, 48 mmol) and HOBt (5.1 g, 38 mmol), the reaction was warmed to RT and stirred overnight. The solvent was evaporated under reduced pressure and quenched with 2N NaOH solution (60 ml) and stirred for 20 min. The precipitate was filtered to give the titled compound. MS (ES+): 248 (M+H)+; (ES−): 246 (M−H)−. Reactants: BrCCCOC1=C(C=C(C=C1)CC(C(=O)O)OC)OC (3-[4-(3-Bromo-propoxy)-3-methoxy-phenyl]-2-methoxy-propionic acid), C1=CC(=CC=2OC3=C(C21)C=CC=C3)C3=CC=C(C=C3)O (4-Dibenzofuran-3-yl-phenol). Yields the product C1=CC(=CC=2OC3=C(C21)C=CC=C3)C3=CC=C(OCCCOC2=C(C=C(C=C2)CC(C(=O)O)OC)OC)C=C3 (3-{4-[3-(4-Dibenzofuran-3-yl-phenoxy)-propoxy]-3-methoxy-phenyl}-2-methoxy-propionic acid). As a reaction SMILES: Br[CH2:2][CH2:3][CH2:4][O:5][C:6]1[CH:11]=[CH:10][C:9]([CH2:12][CH:13]([O:17][CH3:18])[C:14]([OH:16])=[O:15])=[CH:8][C:7]=1[O:19][CH3:20].[CH:21]1[C:29]2[C:28]3[CH:30]=[CH:31][CH:32]=[CH:33][C:27]=3[O:26][C:25]=2[CH:24]=[C:23]([C:34]2[CH:39]=[CH:38][C:37]([OH:40])=[CH:36][CH:35]=2)[CH:22]=1>>[CH:21]1[C:29]2[C:28]3[CH:30]=[CH:31][CH:32]=[CH:33][C:27]=3[O:26][C:25]=2[CH:24]=[C:23]([C:34]2[CH:39]=[CH:38][C:37]([O:40][CH2:2][CH2:3][CH2:4][O:5][C:6]3[CH:11]=[CH:10][C:9]([CH2:12][CH:13]([O:17][CH3:18])[C:14]([OH:16])=[O:15])=[CH:8][C:7]=3[O:19][CH3:20])=[CH:36][CH:35]=2)[CH:22]=1. Procedure: The title compound was prepared from 3-[4-(3-Bromo-propoxy)-3-methoxy-phenyl]-2-methoxy-propionic acid (Example 175, Step B) and 4-Dibenzofuran-3-yl-phenol following the Standard Procedure J. MS (ES) for C32H30O7 [M+NH4]+:544, [M+Na]+: 549. Reaction conditions: time 16 hour. The product is CSC1=NN=C(S1)N=C=O (5-methylthio-1,3,4-thiadiazol-2-yl isocyanate). Procedure details: A saturated solution of phosgene in ethyl acetate (100 ml) is charged into a glass reaction vessel equipped with a mechanical stirrer. A slurry of 5-methylthio-2-amino-1,3,4-thiadiazole (45 grams) in ethyl acetate (300 ml) is added to the reaction vessel, and the resulting mixture is stirred for a period of about 16 hours, resulting in the formation of a precipitate. The reaction mixture is then purged with nitrogen gas to remove unreacted phosgene. The purged mixture is filtered to recover the ... Starting materials: C(=O)(Cl)Cl (phosgene), CSC1=NN=C(S1)N (5-methylthio-2-amino-1,3,4-thiadiazole). Run in C(C)(=O)OCC (ethyl acetate), C(C)(=O)OCC (ethyl acetate). Reaction SMILES: [C:1](Cl)(Cl)=[O:2].[CH3:5][S:6][C:7]1[S:11][C:10]([NH2:12])=[N:9][N:8]=1>C(OCC)(=O)C>[CH3:5][S:6][C:7]1[S:11][C:10]([N:12]=[C:1]=[O:2])=[N:9][N:8]=1. Starting materials: BrC=1C=CC(=NC1)C1=CC=C(C=C1)OCC1CCN(CC1)C(=O)OC(C)(C)C (1,1-dimethylethyl 4-({[4-(5-bromo-2-pyridinyl)phenyl]oxy}methyl)-1-piperidinecarboxylate), [Na+].CS(=O)[O-] (methanesulfinic acid sodium salt), N1[C@H](C(=O)O)CCC1 (L-proline), [OH-].[Na+] (NaOH). Run in CS(=O)C (DMSO). Yields the product CS(=O)(=O)C=1C=CC(=NC1)C1=CC=C(C=C1)OCC1CCN(CC1)C(=O)OC(C)(C)C (1,1-Dimethylethyl 4-[({4-[5-(methylsulfonyl)-2-pyridinyl]phenyl}oxy)methyl]-1-piperidinecarboxylate). Yield: 74.6%. As a reaction SMILES: Br[C:2]1[CH:3]=[CH:4][C:5]([C:8]2[CH:13]=[CH:12][C:11]([O:14][CH2:15][CH:16]3[CH2:21][CH2:20][N:19]([C:22]([O:24][C:25]([CH3:28])([CH3:27])[CH3:26])=[O:23])[CH2:18][CH2:17]3)=[CH:10][CH:9]=2)=[N:6][CH:7]=1.[Na+].[CH3:30][S:31]([O-:33])=[O:32].N1CCC[C@H]1C(O)=O.[OH-].[Na+]>CS(C)=O>[CH3:30][S:31]([C:2]1[CH:3]=[CH:4][C:5]([C:8]2[CH:13]=[CH:12][C:11]([O:14][CH2:15][CH:16]3[CH2:21][CH2:20][N:19]([C:22]([O:24][C:25]([CH3:28])([CH3:27])[CH3:26])=[O:23])[CH2:18][CH2:17]3)=[CH:10][CH:9]=2)=[N:6][CH:7]=1)(=[O:33])=[O:32] |f:1.2,4.5|. Reported procedure: The title compound (0.20 g, 80%) was prepared as a white solid from 1,1-dimethylethyl 4-({[4-(5-bromo-2-pyridinyl)phenyl]oxy}methyl)-1-piperidinecarboxylate (0.25 g, 0.60 mmol), methanesulfinic acid sodium salt (0.12 g, 80%, 0.91 mmol), L-proline (14 mg, 0.12 mmol), Cul (12 mg, 0.06 mmol) and NaOH (5 mg, 0.12 mmol) in DMSO (3 mL) in a manner similar to Example 76, Step 3. 1H NMR (400 MHz, CD3OD): δ 9.05 (d, 1H, J=2.2 Hz), 8.30 (dd, 1H, Ja=8.4 Hz, Jb=2.3 Hz), 8.09 (d, 2H, J=8.8 Hz), 8.04 (d, 1H, ... Reactants: CCn1cc(-c2ccnc3[nH]ccc23)c(-c2ccc(N)cc2)n1, CC(C)N=C=O, ClCCl, O, c1ccncc1. Yields the product CCn1cc(-c2ccnc3[nH]ccc23)c(-c2ccc(NC(=O)NC(C)C)cc2)n1. RXN SMILES: [CH2:1]([CH3:2])[n:3]1[n:4][c:5](-[c:17]2[cH:18][cH:19][c:20]([NH2:21])[cH:22][cH:23]2)[c:6](-[c:8]2[c:9]3[c:10]([n:11][cH:12][cH:13]2)[nH:14][cH:15][cH:16]3)[cH:7]1.[CH:30]([CH3:31])([CH3:32])[N:33]=[C:34]=[O:35].[Cl:37][CH2:38][Cl:39].[OH2:36].[cH:24]1[cH:25][cH:26][n:27][cH:28][cH:29]1>>[CH2:1]([CH3:2])[n:3]1[n:4][c:5](-[c:17]2[cH:18][cH:19][c:20]([NH:21][C:34]([NH:33][CH:30]([CH3:31])[CH3:32])=[O:35])[cH:22][cH:23]2)[c:6](-[c:8]2[c:9]3[c:10]([n:11][cH:12][cH:13]2)[nH:14][cH:15][cH:16]3)[cH:7]1.